From a dataset of the Open Reaction Database (ORD), a public repository of structured organic reaction records. describe an organic reaction: reactants, conditions, products, and yield The reactants are Cc1csc(Oc2ccc([N+](=O)[O-])c(N(C)C(=O)OC(C)(C)C)c2)c1, CO. Yields the product Cc1csc(Oc2ccc(N)c(N(C)C(=O)OC(C)(C)C)c2)c1. Reaction SMILES: [CH3:1][N:2]([C:3]([O:4][C:5]([CH3:6])([CH3:7])[CH3:8])=[O:9])[c:10]1[c:11]([N+:23]([O-:24])=[O:25])[cH:12][cH:13][c:14]([O:16][c:17]2[s:18][cH:19][c:20]([CH3:22])[cH:21]2)[cH:15]1.[CH3:26][OH:27]>>[CH3:1][N:2]([C:3]([O:4][C:5]([CH3:6])([CH3:7])[CH3:8])=[O:9])[c:10]1[c:11]([NH2:23])[cH:12][cH:13][c:14]([O:16][c:17]2[s:18][cH:19][c:20]([CH3:22])[cH:21]2)[cH:15]1. Isolated yield 87.6%. Procedure details: In 200 ml of acetone was suspended 10 g (0.0341 mole) of methylsulfonylethyl 2-(2-aminothiazol-4-yl)-(Z)-2-hydroxyiminoacetate as obtained in Example 3. After a serial addition of 9.98 g (0.0512 mole) of t-butyl bromoacetate, 0.6 ml of water and 18.85 g of anhydrous potassium carbonate, the mixture was stirred at 40° C. for 2 hours followed by addition of 200 ml of water. The mixture was stirred at 30°-35° C. for about an hour, whereby the methylsulfonylethyl group was hydrolytically eliminated.... Reactants: BrCC(=O)OC(C)(C)C (t-butyl bromoacetate), O (water), C([O-])([O-])=O.[K+].[K+] (potassium carbonate), NC=1SC=C(N1)/C(/C(=O)OCCS(=O)(=O)C)=N/O (methylsulfonylethyl 2-(2-aminothiazol-4-yl)-(Z)-2-hydroxyiminoacetate), O (water). Reaction SMILES: [NH2:1][C:2]1[S:3][CH:4]=[C:5](/[C:7](=[N:17]/[OH:18])/[C:8]([O:10]CCS(C)(=O)=O)=[O:9])[N:6]=1.Br[CH2:20][C:21]([O:23][C:24]([CH3:27])([CH3:26])[CH3:25])=[O:22].O.C(=O)([O-])[O-].[K+].[K+]>CC(C)=O.C(OCC)(=O)C>[NH2:1][C:2]1[S:3][CH:4]=[C:5](/[C:7](=[N:17]/[O:18][CH2:20][C:21]([O:23][C:24]([CH3:27])([CH3:26])[CH3:25])=[O:22])/[C:8]([OH:10])=[O:9])[N:6]=1 |f:3.4.5|. Run in C(C)(=O)OCC (ethyl acetate), CC(=O)C (acetone). Run at temperature 40 celsius, time 2 hour. Product: NC=1SC=C(N1)/C(/C(=O)O)=N/OCC(=O)OC(C)(C)C (2-(2-aminothiazol-4-yl)-(Z)-2-(t-butoxycarbonylmethoxyimino)acetic acid). Reactants: C1(CCCCC1)SC1=C(N)C=CC=C1 (2-(cyclohexylthio)aniline), C(C)S(=O)(=O)Cl (ethanesulfonyl chloride), Cl (hydrochloric acid), ice water. The solvent is N1=CC=CC=C1 (pyridine). Reaction conditions: time 8 hour. The product is C1(CCCCC1)SC1=C(C=CC=C1)NS(=O)(=O)CC (N-[2-(cyclohexylthio)phenyl]ethanesulfonamide). The yield is 96.6%. RXN SMILES: [CH:1]1([S:7][C:8]2[CH:14]=[CH:13][CH:12]=[CH:11][C:9]=2[NH2:10])[CH2:6][CH2:5][CH2:4][CH2:3][CH2:2]1.[CH2:15]([S:17](Cl)(=[O:19])=[O:18])[CH3:16].Cl>N1C=CC=CC=1>[CH:1]1([S:7][C:8]2[CH:14]=[CH:13][CH:12]=[CH:11][C:9]=2[NH:10][S:17]([CH2:15][CH3:16])(=[O:19])=[O:18])[CH2:6][CH2:5][CH2:4][CH2:3][CH2:2]1. Procedure details: In 10 ml of pyridine was dissolved 2.0 g of 2-(cyclohexylthio)aniline obtained in Example 2 (2), 1.2 g of ethanesulfonyl chloride was added dropwise under ice cooling, and then the mixture was stirred at room temperature overnight. The reaction solution was poured into ice water, made acidic with dilute hydrochloric acid, and extracted with ethyl acetate. The ethyl acetate layer was washed, in turn, with water and a saturated aqueous sodium chloride solution, and dried over anhydrous magnesium s...